This data is from the Open Reaction Database (ORD), a public repository of structured organic reaction records. The task is: describe an organic reaction: reactants, conditions, products, and yield Starting materials: FC1=C(C#N)C=CC=C1 (2-Fluorobenzonitrile), O.NN (hydrazine hydrate). Solvent: C(CCC)O (1-butanol). Conditions: time 5 hour. Yields the product NC1=NNC2=C1C=CC=C2 (3-amino benzpyrazole). Isolated yield 44.0%. As a reaction SMILES: F[C:2]1[CH:9]=[CH:8][CH:7]=[CH:6][C:3]=1[C:4]#[N:5].O.[NH2:11][NH2:12]>C(O)CCC>[NH2:5][C:4]1[C:3]2[CH:6]=[CH:7][CH:8]=[CH:9][C:2]=2[NH:12][N:11]=1 |f:1.2|. Procedure: 2-Fluorobenzonitrile (605 mg, 5 mmol) and 85% aqueous hydrazine hydrate (352 mg, 6 mmol) were mixed with 1-butanol (3 mL). The mixture was heated at reflux with stirring for 5 h then cooled to room temperature. The resulting precipitate was collected by filtration and washed with dichloromethane and the filter cake was dried in vacuo to give 3-amino benzpyrazole (293 mg, 44%).